Dataset: the Open Reaction Database (ORD), a public repository of structured organic reaction records. Task: describe an organic reaction: reactants, conditions, products, and yield The reactants are O=C([O-])[O-], CC(C)=O, CI, [K+], [K+], O=C(O)CCCC#CCC1=CC(O)CC1=O. Product: COC(=O)CCCC#CCC1=CC(O)CC1=O. RXN SMILES: [C:17](=[O:18])([O-:19])[O-:20].[CH3:25][C:26](=[O:27])[CH3:28].[I:23][CH3:24].[K+:21].[K+:22].[OH:1][CH:2]1[CH:3]=[C:4]([CH2:8][C:9]#[C:10][CH2:11][CH2:12][CH2:13][C:14](=[O:15])[OH:16])[C:5](=[O:7])[CH2:6]1>>[OH:1][CH:2]1[CH:3]=[C:4]([CH2:8][C:9]#[C:10][CH2:11][CH2:12][CH2:13][C:14](=[O:15])[O:16][CH3:17])[C:5](=[O:7])[CH2:6]1. The reactants are [Al+3], O=C(Cl)c1ccncc1, O=C1CCc2cccc3c2N1CC3, CC(C)=O, [Cl-], [Cl-], [Cl-], [Cl-], Cl, Cl, [Na+], O. Yields the product O=C(c1ccncc1)c1cc2c3c(c1)CCN3C(=O)CC2. As a reaction SMILES: [Al+3:2].[C:21]([c:22]1[cH:23][cH:24][n:25][cH:26][cH:27]1)(=[O:28])[Cl:29].[CH2:7]1[CH2:8][N:9]2[C:10](=[O:19])[CH2:11][CH2:12][c:13]3[cH:14][cH:15][cH:16][c:17]1[c:18]32.[CH3:31][C:32](=[O:33])[CH3:34].[Cl-:1].[Cl-:3].[Cl-:4].[Cl-:5].[ClH:20].[ClH:30].[Na+:6].[OH2:35]>>[CH2:7]1[CH2:8][N:9]2[C:10](=[O:19])[CH2:11][CH2:12][c:13]3[cH:14][c:15]([C:21]([c:22]4[cH:23][cH:24][n:25][cH:26][cH:27]4)=[O:28])[cH:16][c:17]1[c:18]32. Starting materials: O=C([O-])O, CCCCOC(=O)Nc1ccccc1C(CCOC(C)=O)c1ccccc1, ClC(Cl)Cl, [Na+]. Product: CC(=O)OCCC(c1ccccc1)c1ccccc1N. RXN SMILES: [C:28](=[O:29])([OH:30])[O-:31].[CH2:1]([O:2][C:3](=[O:4])[NH:8][c:9]1[c:10]([CH:15]([CH2:16][CH2:17][O:18][C:19]([CH3:20])=[O:21])[c:22]2[cH:23][cH:24][cH:25][cH:26][cH:27]2)[cH:11][cH:12][cH:13][cH:14]1)[CH2:5][CH2:6][CH3:7].[Cl:33][CH:34]([Cl:35])[Cl:36].[Na+:32]>>[NH2:8][c:9]1[c:10]([CH:15]([CH2:16][CH2:17][O:18][C:19]([CH3:20])=[O:21])[c:22]2[cH:23][cH:24][cH:25][cH:26][cH:27]2)[cH:11][cH:12][cH:13][cH:14]1. Conditions: temperature 85 celsius. The reagents and catalysts are C(C)(=O)O (acetic acid). Solvent: C(C)O (ethanol). Starting materials: CC=1C=C(C=C(C1)C)NN (3,5-dimethylphenylhydrazine), FC=1C=C2CCC(C2=CC1)=O (5-fluoro-1-indanone). RXN SMILES: [CH3:1][C:2]1[CH:3]=[C:4]([NH:9]N)[CH:5]=[C:6]([CH3:8])[CH:7]=1.[F:11][C:12]1[CH:13]=[C:14]2[C:18](=[CH:19][CH:20]=1)[C:17](=O)[CH2:16][CH2:15]2>C(O)C.C(O)(=O)C>[F:11][C:12]1[CH:13]=[C:14]2[C:18]([CH2:17][C:16]3[C:3]4[C:2]([CH3:1])=[CH:7][C:6]([CH3:8])=[CH:5][C:4]=4[NH:9][C:15]=32)=[CH:19][CH:20]=1. Reported procedure: To a solution of 3,5-dimethylphenylhydrazine (2.54 g, 14.7 mmol) and 5-fluoro-1-indanone (2.21 g, 14.7 mmol) in ethanol (24 mL) was added glacial acetic acid (3 drops). The solution was stirred at reflux (85° C.) for 15 minutes and cooled to room temperature. Ethanol was removed in vacuo and the resulting orange solid was dissolved in isopropanol (24 mL). Sulfuric acid (36N, 1.65 mL) was added via syringe and the mixture was stirred at reflux (90° C.) for 17 hours and subsequently cooled to room... Yields the product FC1=CC=C2CC3=C(NC=4C=C(C=C(C34)C)C)C2=C1 (3-fluoro-7,9-dimethyl-5,10-dihydroindeno[1,2-b]indole). The reactants are O=C([O-])O, CCOC(C)=O, ClCCl, [Na+], [Na+], [Na+], Cc1ccc(C(=O)N2CCOC3(CCN(Cc4cc(CCO)cs4)CC3)C2)s1, O=C(O)C(F)(F)F, O=S([O-])([O-])=S. Yields the product Cc1ccc(C(=O)N2CCOC3(CCN(Cc4cc(CC=O)cs4)CC3)C2)s1. RXN SMILES: [C:43](=[O:44])([OH:45])[O-:46].[CH3:51][CH2:52][O:53][C:54](=[O:55])[CH3:56].[Cl:48][CH2:49][Cl:50].[Na+:41].[Na+:42].[Na+:47].[OH:1][CH2:2][CH2:3][c:4]1[cH:5][c:6]([CH2:9][N:10]2[CH2:11][CH2:12][C:13]3([CH2:14][N:15]([C:19](=[O:20])[c:21]4[s:22][c:23]([CH3:26])[cH:24][cH:25]4)[CH2:16][CH2:17][O:18]3)[CH2:27][CH2:28]2)[s:7][cH:8]1.[OH:29][C:30]([C:31]([F:32])([F:33])[F:34])=[O:35].[S:36]([O-:37])([O-:38])(=[O:39])=[S:40]>>[O:1]=[CH:2][CH2:3][c:4]1[cH:5][c:6]([CH2:9][N:10]2[CH2:11][CH2:12][C:13]3([CH2:14][N:15]([C:19](=[O:20])[c:21]4[s:22][c:23]([CH3:26])[cH:24][cH:25]4)[CH2:16][CH2:17][O:18]3)[CH2:27][CH2:28]2)[s:7][cH:8]1. Starting materials: CN(C)CCCN1C=2C=CC=CC2CCC3=C1C=CC=C3.Cl (Imipramine HCl), CN(C)CCCN1C=2C=CC=CC2CCC3=C1C=CC=C3.Cl (Imipramine HCl), C(C=1C(O)=CC=CC1)(=O)[O-].[Na+] (Sodium Salicylate), C(C=1C(O)=CC=CC1)(=O)[O-].[Na+] (sodium salicylate), CN(C)CCCN1C=2C=CC=CC2CCC3=C1C=CC=C3.Cl (Imipramine HCl). Run in O (water), O (water). Reaction conditions: temperature 62 celsius, time 15 minute. Yields the product CN(C)CCCN1C=2C=CC=CC2CCC3=C1C=CC=C3.C(C=1C(O)=CC=CC1)(=O)[O-] (Imipramine Salicylate). RXN SMILES: [C:1]([O-:10])(=[O:9])[C:2]1[C:3](=[CH:5][CH:6]=[CH:7][CH:8]=1)[OH:4].[Na+].[CH3:12][N:13]([CH2:15][CH2:16][CH2:17][N:18]1[C:28]2[CH:29]=[CH:30][CH:31]=[CH:32][C:27]=2[CH2:26][CH2:25][C:24]2[CH:23]=[CH:22][CH:21]=[CH:20][C:19]1=2)[CH3:14].Cl>O>[CH3:12][N:13]([CH2:15][CH2:16][CH2:17][N:18]1[C:19]2[CH:20]=[CH:21][CH:22]=[CH:23][C:24]=2[CH2:25][CH2:26][C:27]2[CH:32]=[CH:31][CH:30]=[CH:29][C:28]1=2)[CH3:14].[C:1]([O-:10])(=[O:9])[C:2]1[C:3](=[CH:5][CH:6]=[CH:7][CH:8]=1)[OH:4] |f:0.1,2.3,5.6|. Procedure: Sodium Salicylate (16.4 g) in USP water (118.0 g) was stirred at 20° C. in a 1 L reactor. After 15 min, the solution was checked and exhibited pH 6.23. In a Imipramine HCl (31.7 g) in USP water (320.0 g) was stirred at 22° C. in a 500 mL reactor until a solution was observed (>20 min). The Imipramine HCl solution was checked and exhibited a pH 4.54. The Imipramine HCl solution was added via metered addition funnel to the sodium salicylate solution at 20° C. over 1.75 h. The reactor and addition ... Reactants: CN(C)C=O, ClCCl, O=C(O)C=Cc1cccc(S(=O)(=O)Nc2cccc3ccccc23)c1. Yields the product O=C(Cl)C=Cc1cccc(S(=O)(=O)Nc2cccc3ccccc23)c1. Reaction SMILES: [CH3:29][N:30]([CH3:31])[CH:32]=[O:33].[Cl:26][CH2:27][Cl:28].[c:1]1([NH:11][S:12](=[O:13])(=[O:14])[c:15]2[cH:16][c:17]([CH:21]=[CH:22][C:23](=[O:24])[OH:25])[cH:18][cH:19][cH:20]2)[cH:2][cH:3][cH:4][c:5]2[cH:6][cH:7][cH:8][cH:9][c:10]12>>[c:1]1([NH:11][S:12](=[O:13])(=[O:14])[c:15]2[cH:16][c:17]([CH:21]=[CH:22][C:23](=[O:25])[Cl:26])[cH:18][cH:19][cH:20]2)[cH:2][cH:3][cH:4][c:5]2[cH:6][cH:7][cH:8][cH:9][c:10]12.